From a dataset of the Open Reaction Database (ORD), a public repository of structured organic reaction records. describe an organic reaction: reactants, conditions, products, and yield Reactants: FC1=C(N)C=C(C(=C1F)C)F (2,3,5-trifluoro-4-methylaniline), Cl (hydrochloric acid), S(O)(O)(=O)=O (sulfuric acid), N(=O)[O-].[Na+] (sodium nitrite), resultant mixture, ice water. Reagents/catalysts: [Cu]Cl (copper (I) chloride). Solvent: C(C)(=O)O (acetic acid). Run at temperature 70 celsius, time 10 minute. Yields the product FC1=C(C(=CC(=C1F)Cl)F)C (2,3,6-trifluoro-4-chlorotoluene). As a reaction SMILES: S(=O)(=O)(O)O.N([O-])=O.[Na+].[F:10][C:11]1[C:17]([F:18])=[C:16]([CH3:19])[C:15]([F:20])=[CH:14][C:12]=1N.[ClH:21]>C(O)(=O)C.[Cu]Cl>[F:18][C:17]1[C:11]([F:10])=[C:12]([Cl:21])[CH:14]=[C:15]([F:20])[C:16]=1[CH3:19] |f:1.2|. Procedure details: To conc. sulfuric acid (3 ml) is added sodium nitrite (0.3 g). The mixture is stirred at 70° C. for 10 minutes and then cooled to below 40° C. and thereto a solution of 2,3,5-trifluoro-4-methylaniline (0.48 g) in acetic acid (5 ml) is added dropwise below 40° C. After stirring for 30 minutes, the reaction mixture is added dropwise to a solution of copper (I) chloride (1.04 g) in conc. hydrochloric acid (10.4 ml) and the mixture is stirred at 80° C. for 30 minutes and then cooled. The resultant m... The reactants are ClC1=CC(=C(C=N1)N)I (6-chloro-4-iodo-3-pyridinamine), ClC1=CC=C(C=C1)C#CCCC(=O)OC (methyl 5-(4-chlorophenyl)-4-pentynoate). Yields the product ClC=1C=C2C(=CN1)NC(=C2CCC(=O)OC)C2=CC=C(C=C2)Cl (Methyl 5-Chloro-2-(4-chlorophenyl)-1H-pyrrolo[2,3-c]pyridine-3-propanoate). RXN SMILES: [Cl:1][C:2]1[N:7]=[CH:6][C:5]([NH2:8])=[C:4](I)[CH:3]=1.[Cl:10][C:11]1[CH:16]=[CH:15][C:14]([C:17]#[C:18][CH2:19][CH2:20][C:21]([O:23][CH3:24])=[O:22])=[CH:13][CH:12]=1>>[Cl:1][C:2]1[CH:3]=[C:4]2[C:18]([CH2:19][CH2:20][C:21]([O:23][CH3:24])=[O:22])=[C:17]([C:14]3[CH:15]=[CH:16][C:11]([Cl:10])=[CH:12][CH:13]=3)[NH:8][C:5]2=[CH:6][N:7]=1. Procedure: Prepared from 6-chloro-4-iodo-3-pyridinamine (Description 8) and methyl 5-(4-chlorophenyl)-4-pentynoate (Description 2) according to the method of Description 4. 1H NMR (360 MHz, CDCl3) δ 8.56 (1H, br s), 8.50 (1H, s), 7.50 (5H, m), 3.63 (3H, s), 3.15 (2H, t, J 7.9 Hz), and 2.62 (2H, t, J 7.9 Hz). m/z (ES+) 349, 351 (M+1). Starting materials: C1(=CC=CC2=CC=CC=C12)C=O (1-naphthalenecarbaldehyde), C(C)(=O)O (acetic acid), [C-]#N.[K+] (potassium cyanide). Solvent: CCOCC (ether), CCOCC (ether). Conditions: temperature 25 celsius. Yields the product OC(C#N)C1=CC=CC2=CC=CC=C12 (hydroxy(1-naphthalenyl)acetonitrile). Isolated yield 91.0%. Reaction SMILES: [C-:1]#[N:2].[K+].[C:4]1([CH:14]=[O:15])[C:13]2[C:8](=[CH:9][CH:10]=[CH:11][CH:12]=2)[CH:7]=[CH:6][CH:5]=1.C(O)(=O)C>CCOCC>[OH:15][CH:14]([C:4]1[C:13]2[C:8](=[CH:9][CH:10]=[CH:11][CH:12]=2)[CH:7]=[CH:6][CH:5]=1)[C:1]#[N:2] |f:0.1|. Reported procedure: To a solution of potassium cyanide in ether (100 mL) at 0° C. was added dropwise a mixture of 1-naphthalenecarbaldehyde (1.56 g, 10 mmol) and acetic acid (1.41 g, 23.5 mmol) in ether (10 mL). The resulting mixture was warmed to 25° C. for 20 h, where the precipitate was filtered and the filtrate was concentrated affording the title compound as a clear oil (1.67 g, 9.14 mmol, 91%): LCMS (ES) m/z 184 (M+H)+. Reactants: CC(C=O)(C)C1=CC=C(C=C1)Cl (α,α-dimethyl-(4-chlorophenyl)acetaldehyde), CC(=O)C1=CC(=CC=C1)OC2=CC=CC=C2 (3-phenoxyacetophenone). Product: O(C1=CC=CC=C1)C=1C=C(C=CC1)CCCC(C)(C)C1=CC=C(C=C1)Cl (1-(3-phenoxyphenyl)-4-(4-chlorophenyl)-4-methylpentane). Reaction SMILES: [CH3:1][C:2]([C:6]1[CH:11]=[CH:10][C:9]([Cl:12])=[CH:8][CH:7]=1)([CH3:5])[CH:3]=O.[CH3:13][C:14]([C:16]1[CH:21]=[CH:20][CH:19]=[C:18]([O:22][C:23]2[CH:28]=[CH:27][CH:26]=[CH:25][CH:24]=2)[CH:17]=1)=O>>[O:22]([C:18]1[CH:17]=[C:16]([CH2:14][CH2:13][CH2:3][C:2]([C:6]2[CH:11]=[CH:10][C:9]([Cl:12])=[CH:8][CH:7]=2)([CH3:5])[CH3:1])[CH:21]=[CH:20][CH:19]=1)[C:23]1[CH:24]=[CH:25][CH:26]=[CH:27][CH:28]=1. Reported procedure: In the same manner as described in Synthesis Example 2, the equivalent mixture of α,α-dimethyl-(4-chlorophenyl)acetaldehyde and 3-phenoxyacetophenone was treated to give 1-(3-phenoxyphenyl)-4-(4-chlorophenyl)-4-methylpentane. The reactants are C(C)OC1=NC(=NC2=C1CCC2)N (4-ethoxy-6,7-dihydro-5H-cyclopentapyrimidin-2-ylamine), C1CCOC1 (THF), BrCC(C(=O)[O-])=O (Bromopyruvate). Reaction conditions: temperature 23 celsius, time 1 hour. Product: C(C)OC(=O)C1=CN2C=3CCCC3C(=NC2=N1)OCC (5-Ethoxy-7,8-dihydro-6H-3,4,8b-triaza-as-indacene-2-carboxylic acid ethyl ester). RXN SMILES: [CH2:1]([O:3][C:4]1[C:9]2[CH2:10][CH2:11][CH2:12][C:8]=2[N:7]=[C:6]([NH2:13])[N:5]=1)[CH3:2].Br[CH2:15][C:16](=O)[C:17]([O-:19])=[O:18].[CH2:21]1COC[CH2:22]1>>[CH2:21]([O:19][C:17]([C:16]1[N:13]=[C:6]2[N:7]([C:8]3[CH2:12][CH2:11][CH2:10][C:9]=3[C:4]([O:3][CH2:1][CH3:2])=[N:5]2)[CH:15]=1)=[O:18])[CH3:22]. Procedure: 5.2 gram (29 mmol) 4-ethoxy-6,7-dihydro-5H-cyclopentapyrimidin-2-ylamine was dissolved in 100 ml dry THF. Bromopyruvate (5.4 ml) was then added dropwise with in five minutes. The mixture was stirred at 23° C. for one hour. It was then filtered and washed with ether to give 8.7 gram of solid. This solid was then dissolved in 50 ml ethanol and refluxed for two hours. The reaction mixture was cooled to room temperature and partitioned between 350 ml chloroform and 200 ml saturated sodium bicarbonat... The reactants are N#CC=Cc1ccc(C(=O)O)cc1, Cc1ccccc1, CN(C)C=O, O=S(Cl)Cl. The product is N#CC=Cc1ccc(C(=O)Cl)cc1. RXN SMILES: [C:1](=[O:2])([OH:3])[c:4]1[cH:5][cH:6][c:7]([CH:8]=[CH:9][C:10]#[N:11])[cH:12][cH:13]1.[CH3:18][c:19]1[cH:20][cH:21][cH:22][cH:23][cH:24]1.[CH3:25][N:26]([CH3:27])[CH:28]=[O:29].[S:14]([Cl:15])([Cl:16])=[O:17]>>[C:1](=[O:2])([c:4]1[cH:5][cH:6][c:7]([CH:8]=[CH:9][C:10]#[N:11])[cH:12][cH:13]1)[Cl:16]. Reactants: ClCCN1C=NC=C1 (1-(2-chloroethyl)imidazole), C(CS)S (1,2-ethanedithiol), C[O-].[Na+] (sodium methoxide). Solvent: C(C)O (ethanol). Yields the product N1(C=NC=C1)CCSCCS (2-[2-(1 -imidazolyl)ethylthio]ethanethiol). Reaction SMILES: [CH2:1]([SH:4])[CH2:2][SH:3].C[O-].[Na+].Cl[CH2:9][CH2:10][N:11]1[CH:15]=[CH:14][N:13]=[CH:12]1>C(O)C>[N:11]1([CH2:10][CH2:9][S:3][CH2:2][CH2:1][SH:4])[CH:15]=[CH:14][N:13]=[CH:12]1 |f:1.2|. Reported procedure: In ethanol (30 ml) was dissolved 1-(2-chloroethyl)imidazole, to which were added 1,2-ethanedithiol (25 ml) and sodium methoxide (28% methanol solution) (16.6 ml), and the mixture was heated for 30 minutes under reflux. Insoluble substances were filtered off, and the filtrate was concentrated under reduced pressure. To the concentrate was added dichloromethane (300 ml). The organic layer was washed with water, then with a saturated aqueous sodium chloride solution, followed by drying (sodium sulf... The reactants are S(=O)(Cl)Cl (thionyl chloride), CS(=O)(=O)OC=1C=CC2=C(C(C(O2)O)(C)C)C1 (2,3-dihydro-2-hydroxy-3,3-dimethyl-5-benzofuranyl methanesulphonate), N1=CC=CC=C1 (pyridine). Solvent: C(Cl)Cl (methylene chloride), C(Cl)Cl (methylene chloride). Reaction conditions: time 3 hour. The product is CS(=O)(=O)OC=1C=CC2=C(C(C(O2)Cl)(C)C)C1 (2-chloro-2,3-dihydro-3,3-dimethyl-5-benzofuranyl methanesulphonate). The yield is 97.0%. RXN SMILES: S(Cl)([Cl:3])=O.[CH3:5][S:6]([O:9][C:10]1[CH:11]=[CH:12][C:13]2[O:17][CH:16](O)[C:15]([CH3:20])([CH3:19])[C:14]=2[CH:21]=1)(=[O:8])=[O:7].N1C=CC=CC=1>C(Cl)Cl>[CH3:5][S:6]([O:9][C:10]1[CH:11]=[CH:12][C:13]2[O:17][CH:16]([Cl:3])[C:15]([CH3:20])([CH3:19])[C:14]=2[CH:21]=1)(=[O:8])=[O:7]. Procedure details: A solution of thionyl chloride (72 parts) in methylene chloride (270 parts) was added dropwise over a period of 30 minutes to a mixture of 2,3-dihydro-2-hydroxy-3,3-dimethyl-5-benzofuranyl methanesulphonate (130 parts) and pyridine (48 parts) in methylene chloride (1,300 parts) cooled in an ice bath. After stirring for three hours, the solution was washed twice with water, dried over sodium sulphate and the solvent distilled off under reduced pressure. The brown liquid which remained solidified ...